This data is from the Open Reaction Database (ORD), a public repository of structured organic reaction records. The task is: describe an organic reaction: reactants, conditions, products, and yield Reactants: C(C)(C)N1C(NCC1C=1C=C(C=CC1)C1=CC(=CC=C1)S(=O)(=O)C)=O (1-isopropyl-5-(3′-methanesulfonyl-biphenyl-3-yl)-imidazolidin-2-one), [H-].[Na+] (sodium hydride), CC1=C(C=NO1)S(=O)(=O)Cl (5-methyl-4-isoxazolesulfonyl chloride). Product: C(C)(C)N1C(N(CC1C=1C=C(C=CC1)C1=CC(=CC=C1)S(=O)(=O)C)S(=O)(=O)C=1C=NOC1C)=O (3-isopropyl-4-(3′-methanesulfonyl-biphenyl-3-yl)-1-(5-methyl-isoxazole-4-sulfonyl)-imidazolidin-2-one). As a reaction SMILES: [CH:1]([N:4]1[CH:8]([C:9]2[CH:10]=[C:11]([C:15]3[CH:20]=[CH:19][CH:18]=[C:17]([S:21]([CH3:24])(=[O:23])=[O:22])[CH:16]=3)[CH:12]=[CH:13][CH:14]=2)[CH2:7][NH:6][C:5]1=[O:25])([CH3:3])[CH3:2].[H-].[Na+].[CH3:28][C:29]1[O:33][N:32]=[CH:31][C:30]=1[S:34](Cl)(=[O:36])=[O:35]>>[CH:1]([N:4]1[CH:8]([C:9]2[CH:10]=[C:11]([C:15]3[CH:20]=[CH:19][CH:18]=[C:17]([S:21]([CH3:24])(=[O:22])=[O:23])[CH:16]=3)[CH:12]=[CH:13][CH:14]=2)[CH2:7][N:6]([S:34]([C:30]2[CH:31]=[N:32][O:33][C:29]=2[CH3:28])(=[O:36])=[O:35])[C:5]1=[O:25])([CH3:3])[CH3:2] |f:1.2|. Procedure: In analogy to example 13, step 2,1-isopropyl-5-(3′-methanesulfonyl-biphenyl-3-yl)-imidazolidin-2-one (example 13, step 1) was reacted with sodium hydride and 5-methyl-4-isoxazolesulfonyl chloride to give 3-isopropyl-4-(3′-methanesulfonyl-biphenyl-3-yl)-1-(5-methyl-isoxazole-4-sulfonyl)-imidazolidin-2-one as a light brown solid. MS: 502.4 ([M−H]−) Reactants: N1N=CC=C1 (pyrazole), ClC=1N=C(C2=C(N1)SC(=C2)C(F)(F)F)NCC2=CC1=C(C=C2)OCO1 (2-chloro-6-trifluoromethyl-4-(3,4-methylenedioxybenzylamino)-thieno-[2,3-d]-pyrimidine). Product: N1(N=CC=C1)C=1N=C(C2=C(N1)SC(=C2)C(F)(F)F)NCC2=CC1=C(C=C2)OCO1 (2-(pyrazol-1-yl)-6-trifluoromethyl-4-(3,4-methylenedioxybenzylamino)-thieno-[2,3-d]-pyrimidine). As a reaction SMILES: [NH:1]1[CH:5]=[CH:4][CH:3]=[N:2]1.Cl[C:7]1[N:8]=[C:9]([NH:20][CH2:21][C:22]2[CH:27]=[CH:26][C:25]3[O:28][CH2:29][O:30][C:24]=3[CH:23]=2)[C:10]2[CH:15]=[C:14]([C:16]([F:19])([F:18])[F:17])[S:13][C:11]=2[N:12]=1>>[N:1]1([C:7]2[N:8]=[C:9]([NH:20][CH2:21][C:22]3[CH:27]=[CH:26][C:25]4[O:28][CH2:29][O:30][C:24]=4[CH:23]=3)[C:10]3[CH:15]=[C:14]([C:16]([F:17])([F:19])[F:18])[S:13][C:11]=3[N:12]=2)[CH:5]=[CH:4][CH:3]=[N:2]1. Reported procedure: Following the procedure of Example 97, the reaction of pyrazole with 2-chloro-6-trifluoromethyl-4-(3,4-methylenedioxybenzylamino)-thieno-[2,3-d]-pyrimidine gives 2-(pyrazol-1-yl)-6-trifluoromethyl-4-(3,4-methylenedioxybenzylamino)-thieno-[2,3-d]-pyrimidine. Reaction SMILES: C[O:2][C:3]1[CH:8]=[CH:7][C:6]([C:9]([CH3:13])([CH3:12])[C:10]#[N:11])=[CH:5][CH:4]=1.B(Br)(Br)Br>ClCCl>[OH:2][C:3]1[CH:4]=[CH:5][C:6]([C:9]([CH3:13])([CH3:12])[C:10]#[N:11])=[CH:7][CH:8]=1. Run at temperature -78 celsius, time 3 hour. Solvent: ClCCl (dichloromethane). Starting materials: COC1=CC=C(C=C1)C(C#N)(C)C (2-(4-methoxy-phenyl)-2-methyl-propionitrile), B(Br)(Br)Br (boron tribromide). Yields the product OC1=CC=C(C=C1)C(C#N)(C)C (2-(4-hydroxy-phenyl)-2-methyl-propionitrile). Isolated yield 89.2%. Reported procedure: Add anhydrous dichloromethane (400 mL) to 2-(4-methoxy-phenyl)-2-methyl-propionitrile (11.93 g, 68.1 mmol) and cool to −78° C. under nitrogen. Then add boron tribromide (33.0 mL, 349 mmol) and stir at −78° C. for 30 minutes. Remove the dry ice/acetone bath and allow the reaction to warm to room temperature. Stir for 3 h and then pour the reaction onto ice. Extract with ethyl acetate (2×150 mL), dry the extracts over magnesium sulfate, filter, and concentrate on a rotary evaporator to give the cr...